From a dataset of the Open Reaction Database (ORD), a public repository of structured organic reaction records. describe an organic reaction: reactants, conditions, products, and yield The reactants are O=C1C=C2CC[C@H]3[C@@H]4CCC([C@@]4(C)CC[C@@H]3[C@]2(CC1)C)C(=O)NCCNC(OC(C)(C)C)=O (Tert-Butyl 2-{[(3-oxoandrost-4-en-17-yl)carbonyl]amino}-ethylcarbamate), trifluoroacacetic acid. Run in O (water). Reaction conditions: time 2 hour. Yields the product NCCNC(=O)C1[C@]2(C)[C@@H](CC1)[C@@H]1CCC3=CC(CC[C@]3(C)[C@H]1CC2)=O (N-(2-aminoethyl)-3-oxoandrost-4-ene-17-carboxamide). Reaction SMILES: [O:1]=[C:2]1[CH2:19][CH2:18][C@@:17]2([CH3:20])[C:4]([CH2:5][CH2:6][C@@H:7]3[C@@H:16]2[CH2:15][CH2:14][C@@:12]2([CH3:13])[C@H:8]3[CH2:9][CH2:10][CH:11]2[C:21]([NH:23][CH2:24][CH2:25][NH:26]C(=O)OC(C)(C)C)=[O:22])=[CH:3]1>O>[NH2:26][CH2:25][CH2:24][NH:23][C:21]([CH:11]1[CH2:10][CH2:9][C@H:8]2[C@H:7]3[C@H:16]([CH2:15][CH2:14][C@:12]12[CH3:13])[C@:17]1([CH3:20])[C:4](=[CH:3][C:2](=[O:1])[CH2:19][CH2:18]1)[CH2:5][CH2:6]3)=[O:22]. Reported procedure: To 16.5 mg of Tert-Butyl 2-{[(3-oxoandrost-4-en-17-yl)carbonyl]amino}-ethylcarbamate was added 0.5 ml of 95% trifluoroacacetic acid/water. On standing for 2 hours the volatile components were removed using a rotary evaporator. The resulting product (Formula XIV), which was an oil, was used without further purification. Mass spectrum: 359.23 (M+H)